From a dataset of the Open Reaction Database (ORD), a public repository of structured organic reaction records. describe an organic reaction: reactants, conditions, products, and yield The reactants are C(C)OC(=O)C1=C(C=2N(C=3C=CC=CC3C2C(=N1)C)C1=CC=CC=C1)O (4-hydroxy-1-methyl-5-phenyl-5H-pyrido[4,3-b]indole-3-carboxylic acid ethyl ester), NCC(=O)O (glycine), C[O-].[Na+].CO (NaOMe HOMe). The product is OC1=C(N=C(C2=C1N(C=1C=CC=CC21)C2=CC=CC=C2)C)C(=O)NCC(=O)O ([(4-Hydroxy-1-methyl-5-phenyl-5H-pyrido[4,3-b]indole-3-carbonyl)-amino]-acetic acid). Reaction SMILES: C(O[C:4]([C:6]1[N:18]=[C:17]([CH3:19])[C:16]2[C:15]3[CH:14]=[CH:13][CH:12]=[CH:11][C:10]=3[N:9]([C:20]3[CH:25]=[CH:24][CH:23]=[CH:22][CH:21]=3)[C:8]=2[C:7]=1[OH:26])=[O:5])C.[NH2:27][CH2:28][C:29]([OH:31])=[O:30].C[O-].[Na+].CO>>[OH:26][C:7]1[C:8]2[N:9]([C:20]3[CH:21]=[CH:22][CH:23]=[CH:24][CH:25]=3)[C:10]3[CH:11]=[CH:12][CH:13]=[CH:14][C:15]=3[C:16]=2[C:17]([CH3:19])=[N:18][C:6]=1[C:4]([NH:27][CH2:28][C:29]([OH:31])=[O:30])=[O:5] |f:2.3.4|. Procedure details: Prepared in analogy to that of Example 1(e) from 4-hydroxy-1-methyl-5-phenyl-5H-pyrido[4,3-b]indole-3-carboxylic acid ethyl ester, glycine and NaOMe/HOMe. The title compound, ESI MS (m/z): 376 (M+H)+. The reactants are [C-]1(C=CC=C1)C(=O)CCCCCCCCCCCBr.[CH-]1C=CC=C1.[Fe+2] (11-(Ferrocenylcarbonyl)undecyl bromide), zinc mercury amalgam, Cl (HCl), two, Cl (HCl). Run in C1(=CC=CC=C1)C (toluene). Product: [C-]1(C=CC=C1)CCCCCCCCCCCCBr.[CH-]1C=CC=C1.[Fe+2] (12-Ferrocenyldodecyl bromide). The yield is 89.6%. Reaction SMILES: Cl.[C-:2]1([C:7]([CH2:9][CH2:10][CH2:11][CH2:12][CH2:13][CH2:14][CH2:15][CH2:16][CH2:17][CH2:18][CH2:19][Br:20])=O)[CH:6]=[CH:5][CH:4]=[CH:3]1.[CH-:21]1[CH:25]=[CH:24][CH:23]=[CH:22]1.[Fe+2:26]>C1(C)C=CC=CC=1>[C-:2]1([CH2:7][CH2:9][CH2:10][CH2:11][CH2:12][CH2:13][CH2:14][CH2:15][CH2:16][CH2:17][CH2:18][CH2:19][Br:20])[CH:6]=[CH:5][CH:4]=[CH:3]1.[CH-:21]1[CH:25]=[CH:24][CH:23]=[CH:22]1.[Fe+2:26] |f:1.2.3,5.6.7|. Reported procedure: Following a general procedure for preparing 24 (Creager et al. (1994) J. Electroanal. Chem., 370: 203–211), to a freshly prepared zinc/mercury amalgam (6.7 g granulated Zn, 0.4 g HgCL2) in a 100 mL flask was added 10 M HCl (40 mL) with stirring. A solution of 22 (3.0 g, 6.7 mmol) in toluene (40 mL) was added in one portion. The resulting two-phase mixture was heated to reflux and stirred vigorously. After 16 h under reflux, during which two 5 mL portions of 10 M HCl were added, the reaction flas... Reactants: BrCc1ccccc1, Brc1ccc2[nH]ccc2c1. Product: Brc1ccc2c(ccn2Cc2ccccc2)c1. RXN SMILES: [Br:11][CH2:12][c:13]1[cH:14][cH:15][cH:16][cH:17][cH:18]1.[Br:1][c:2]1[cH:3][c:4]2[cH:5][cH:6][nH:7][c:8]2[cH:9][cH:10]1>>[Br:1][c:2]1[cH:3][c:4]2[cH:5][cH:6][n:7]([CH2:12][c:13]3[cH:14][cH:15][cH:16][cH:17][cH:18]3)[c:8]2[cH:9][cH:10]1. Procedure: The same operation as in Example 1-1 or 1-2 was carried out using trans-2-decenoic acid and N,N′,N′-triethylethylenediamine as starting materials to give the aimed compound. Starting materials: C(\C=C\CCCCCCC)(=O)O (trans-2-decenoic acid), C(C)NCCN(CC)CC (N,N′,N′-triethylethylenediamine). As a reaction SMILES: [C:1]([OH:12])(=O)/[CH:2]=[CH:3]/[CH2:4][CH2:5][CH2:6][CH2:7][CH2:8][CH2:9][CH3:10].[CH2:13]([NH:15][CH2:16][CH2:17][N:18]([CH2:21][CH3:22])[CH2:19][CH3:20])[CH3:14]>>[CH2:19]([N:18]([CH2:21][CH3:22])[CH2:17][CH2:16][N:15]([CH2:13][CH3:14])[C:1](=[O:12])/[CH:2]=[CH:3]/[CH2:4][CH2:5][CH2:6][CH2:7][CH2:8][CH2:9][CH3:10])[CH3:20]. Product: C(C)N(CCN(C(\C=C\CCCCCCC)=O)CC)CC ((E)-N-(2-(diethylamino)ethyl)-N-ethyl dec-2-enamide). Starting materials: ClC=1C=CC=2N(C(C3=C(N(C2N1)CC)N=CC(=C3)I)=O)C (2-chloro-5,11-dihydro-11-ethyl-8-iodo-5-methyl-6H-dipyrido[3,2-b:2',3'-e][1,4]diazepin-6-one), C1(=CC=CC=C1)C#C (phenylacetylene). Product: ClC=1C=CC=2N(C(C3=C(N(C2N1)CC)N=CC(=C3)C#CC3=CC=CC=C3)=O)C (2-Chloro-5,11-dihydro-11-ethyl-5-methyl-8-phenylethynyl-6H-dipyrido[3,2-b:2',3'-e][1,4]diazepin-6-one), ClC=1C=CC=2N(C(C3=C(N(C2N1)CC)N=CC(=C3)CCC3=CC=CC=C3)=O)C (2Chloro-5,11-dihydro-11-ethyl-5-methyl-8-(2-phenylethyl)-6H-dipyrido[3,2-b:2',3'-e][1,4]diazepin-6-one). RXN SMILES: [Cl:1][C:2]1[CH:3]=[CH:4][C:5]2[N:6]([CH3:21])[C:7](=[O:20])[C:8]3[CH:18]=[C:17](I)[CH:16]=[N:15][C:9]=3[N:10]([CH2:13][CH3:14])[C:11]=2[N:12]=1.[C:22]1([C:28]#[CH:29])[CH:27]=[CH:26][CH:25]=[CH:24][CH:23]=1>>[Cl:1][C:2]1[CH:3]=[CH:4][C:5]2[N:6]([CH3:21])[C:7](=[O:20])[C:8]3[CH:18]=[C:17]([C:29]#[C:28][C:22]4[CH:27]=[CH:26][CH:25]=[CH:24][CH:23]=4)[CH:16]=[N:15][C:9]=3[N:10]([CH2:13][CH3:14])[C:11]=2[N:12]=1.[Cl:1][C:2]1[CH:3]=[CH:4][C:5]2[N:6]([CH3:21])[C:7](=[O:20])[C:8]3[CH:18]=[C:17]([CH2:29][CH2:28][C:22]4[CH:27]=[CH:26][CH:25]=[CH:24][CH:23]=4)[CH:16]=[N:15][C:9]=3[N:10]([CH2:13][CH3:14])[C:11]=2[N:12]=1. Procedure details: 2-Chloro-5,11-dihydro-11-ethyl-5-methyl-8-phenylethynyl-6H-dipyrido[3,2-b:2',3'-e][1,4]diazepin-6-one (0.33 g) was prepared from 2-chloro-5,11-dihydro-11-ethyl-8-iodo-5-methyl-6H-dipyrido[3,2-b:2',3'-e][1,4]diazepin-6-one and phenylacetylene by a procedure analogous to that described in Example 42a. Hydrogenation as described in Example 42b afforded 0.18 g of the title compound as white needles, m.p. 128°-129.5° C. Starting materials: ClCCl, Cc1ccc(C(=O)N(CCCNC(=O)OC(C)(C)C)C(C(=O)N(C)C)c2nc3cc(Cl)ccc3c(=O)n2Cc2cccc(C)c2)cc1, O=C(O)C(F)(F)F. Yields the product Cc1ccc(C(=O)N(CCCN)C(C(=O)N(C)C)c2nc3cc(Cl)ccc3c(=O)n2Cc2cccc(C)c2)cc1. As a reaction SMILES: [CH2:55]([Cl:56])[Cl:57].[Cl:1][c:2]1[cH:3][cH:4][c:5]2[c:6](=[O:47])[n:7]([CH2:39][c:40]3[cH:41][c:42]([CH3:46])[cH:43][cH:44][cH:45]3)[c:8]([CH:12]([C:13](=[O:14])[N:15]([CH3:16])[CH3:17])[N:18]([CH2:19][CH2:20][CH2:21][NH:22][C:23](=[O:24])[O:25][C:26]([CH3:27])([CH3:28])[CH3:29])[C:30]([c:31]3[cH:32][cH:33][c:34]([CH3:37])[cH:35][cH:36]3)=[O:38])[n:9][c:10]2[cH:11]1.[OH:48][C:49]([C:50]([F:51])([F:52])[F:53])=[O:54]>>[Cl:1][c:2]1[cH:3][cH:4][c:5]2[c:6](=[O:47])[n:7]([CH2:39][c:40]3[cH:41][c:42]([CH3:46])[cH:43][cH:44][cH:45]3)[c:8]([CH:12]([C:13](=[O:14])[N:15]([CH3:16])[CH3:17])[N:18]([CH2:19][CH2:20][CH2:21][NH2:22])[C:30]([c:31]3[cH:32][cH:33][c:34]([CH3:37])[cH:35][cH:36]3)=[O:38])[n:9][c:10]2[cH:11]1. The reactants are [K+].[Br-] (KBr), ( m ), ( w ), ( 10 ), ( 5 ), ( m ), ( 18 ), ( 5 ), ( 5 ), ( 8 ), ( 5 ), Br (HBr), ( s ), ( 46 ), OC1=C(N=CC2=CC=CC=C12)C=1N=CC2=CC=CC=C2C1O (4,4'-Dihydroxy-3,3'-biisoquinoline), OC1=C(N=CC2=CC=CC=C12)C=1N=CC2=CC=CC=C2C1O (4,4'-Dihydroxy-3,3'-biisoquinoline), ( m ), ( 13 ), ( 10 ), ( 5 ), ( m ), ( m ), ( m ), ( 6 ), ( 5 ), Br (hydrobromide), COC=1C(=NC2=CC=CC=C2C1)C1=NC2=CC=CC=C2C=C1OC (3,3'-dimethoxy-2,2'-biquinoline), ( m ), OC1=C(N=CC2=CC=CC=C12)C=1N=CC2=CC=CC=C2C1O (4,4'-Dihydroxy-3,3'-biisoquinoline), sodium hydroxy, ( w ), ( w ), ( w ), ( m ), ( 7 ), ( m ), Br (HBr), ( ε ), ( s ), ( 9 ), ( s ), ( 11 ), ( w ), ( 5 ), ( s ), ( 5 ), ( 6 ), ( 100 ). The solvent is C(C)(=O)O (acetic acid), C(Cl)(Cl)Cl (chloroform), O (water), C(C)(=O)O (acetic acid). Run at time 8 hour. The product is OC=1C(=NC2=CC=CC=C2C1)C1=NC2=CC=CC=C2C=C1OC (3-Hydroxy-3'-methoxy-2,2'-biquinoline). Reaction SMILES: C[O:2][C:3]1[C:4]([C:13]2[C:22]([O:23][CH3:24])=[CH:21][C:20]3[C:15](=[CH:16][CH:17]=[CH:18][CH:19]=3)[N:14]=2)=[N:5][C:6]2[C:11]([CH:12]=1)=[CH:10][CH:9]=[CH:8][CH:7]=2.Br.[K+].[Br-].OC1C2C(=CC=CC=2)C=NC=1C1N=CC2C(C=1O)=CC=CC=2>C(O)(=O)C.O.C(Cl)(Cl)Cl>[OH:2][C:3]1[C:4]([C:13]2[C:22]([O:23][CH3:24])=[CH:21][C:20]3[C:15](=[CH:16][CH:17]=[CH:18][CH:19]=3)[N:14]=2)=[N:5][C:6]2[C:11]([CH:12]=1)=[CH:10][CH:9]=[CH:8][CH:7]=2 |f:2.3|. Procedure: 240 mg (0.75 mmol) of 3,3'-dimethoxy-2,2'-biquinoline are suspended in 15 ml of 30 percent strength HBr in glacial acetic acid. In the course of heating, the educt soon dissolves. After as little as about 1 hour, the first crystals of the hydrobromide precipitate. The reaction solution is constantly refluxed. After 8 hours, another 5 ml of 30 percent strength HBr in glacial acetic acid are added. The reaction is stopped after 24 hours. The reaction mixture is diluted to 100 ml with water. This d... Starting materials: C(C)OC(=O)C=1N=C(SC1)[C@@H](CC(C(C)C)=N[S@@](=O)C(C)(C)C)O ((+)-2-[(SS,1R)-1-Hydroxy-4-methyl-3-(2-methyl-propane-2-sulfinylimino)-pentyl]-thiazole-4-carboxylic acid ethyl ester), imine, [BH4-].[Na+] (NaBH4), C1CCOC1.CC(=O)O (THF AcOH), Ti(OEt)4, CCO (EtOH). The solvent is C1CCOC1 (THF), CCOC(=O)C (EtOAc), O (H2O). Run at temperature -78 celsius, time 12 hour. The product is C(C)OC(=O)C=1N=C(SC1)[C@@H](C[C@H](C(C)C)N[S@@](=O)C(C)(C)C)O ((+)-2-[(SS,1R,3R)-1-Hydroxy-4-methyl-3-(2-methyl-propane-2-sulfinylamino)-pentyl]-thiazole-4-carboxylic acid ethyl ester). As a reaction SMILES: [CH2:1]([O:3][C:4]([C:6]1[N:7]=[C:8]([C@H:11]([OH:24])[CH2:12][C:13](=[N:17][S@:18]([C:20]([CH3:23])([CH3:22])[CH3:21])=[O:19])[CH:14]([CH3:16])[CH3:15])[S:9][CH:10]=1)=[O:5])[CH3:2].[BH4-].[Na+].C1COCC1.CC(O)=O.CCO>C1COCC1.CCOC(C)=O.O>[CH2:1]([O:3][C:4]([C:6]1[N:7]=[C:8]([C@H:11]([OH:24])[CH2:12][C@@H:13]([NH:17][S@:18]([C:20]([CH3:21])([CH3:22])[CH3:23])=[O:19])[CH:14]([CH3:15])[CH3:16])[S:9][CH:10]=1)=[O:5])[CH3:2] |f:1.2,3.4|. Procedure details: A solution of the product mixture containing β-hydroxy imine 31 (˜0.943 mmol) and imine 26 (˜0.178 mmol) in THF (3.50 mL) was cooled to −78° C. Ti(OEt)4 (0.469 mL, 2.24 mmol) was added, followed by NaBH4 (0.0847 g, 2.24 mmol), and the solution was stirred at −78° C. for 12 h. The solution was acidified using a 4:1 (v/v) solution of THF/AcOH (3.2 mL) followed by addition of EtOH (2 mL) and H2O (10 mL). The solution was warmed to rt and diluted with EtOAc. The mixture was washed once with brine, a... Reactants: ClC1=CC=C(C=O)C=C1 (4-chlorobenzaldehyde), CN1N=CC=C1 (1-methylpyrazole), 1.6-M n-butyllithium n-hexane, 1-N, [Cl-].[NH4+] (ammonium chloride). Run in O1CCCC1 (tetrahydrofuran), O1CCCC1 (tetrahydrofuran). Run at time 1 hour. The product is ClC1=CC=C(C=C1)C(O)C=1N(N=CC1)C ((±)-(4-Chlorophenyl)(2-methyl-2H-pyrazol-3-yl)methanol). Yield: 44.2%. Reaction SMILES: [CH3:1][N:2]1[CH:6]=[CH:5][CH:4]=[N:3]1.[Cl:7][C:8]1[CH:15]=[CH:14][C:11]([CH:12]=[O:13])=[CH:10][CH:9]=1.[Cl-].[NH4+]>O1CCCC1>[Cl:7][C:8]1[CH:15]=[CH:14][C:11]([CH:12]([C:6]2[N:2]([CH3:1])[N:3]=[CH:4][CH:5]=2)[OH:13])=[CH:10][CH:9]=1 |f:2.3|. Procedure details: A solution of 6.60 g of 1-methylpyrazole in 150 mL of tetrahydrofuran was cooled to −60° C., and 60 mL of a 1.6-M n-butyllithium/n-hexane solution was added dropwise to the solution under a nitrogen atmosphere. After the mixture was stirred for one hour, a solution of 11.288 g of 4-chlorobenzaldehyde in 50 mL of tetrahydrofuran was added dropwise to the mixture. It took 7 hours to bring back a temperature of the mixture to a room temperature, and then to the mixture, 125 mL of a 1-N ammonium chl... Reactants: C(CC(O)(C(=O)O)CC(=O)O)(=O)O (citric acid), [H-].[Na+] (Sodium hydride), [Si](C1=CC=CC=C1)(C1=CC=CC=C1)(C(C)(C)C)OCCOC[C@@H](C(=O)OC)O ((S)-methyl 3-(2-(tert-butyldiphenylsilyloxy)ethoxy)-2-hydroxypropanoate), ClC1=C2C(=NC=N1)N(N=C2)C2=C(C=CC(=C2)F)C (4-chloro-1-(5-fluoro-2-methylphenyl)-1H-pyrazolo[3,4-d]pyrimidine). Run in C1CCOC1 (THF). Conditions: temperature 0 celsius, time 10 minute. Product: [Si](C1=CC=CC=C1)(C1=CC=CC=C1)(C(C)(C)C)OCCOC[C@@H](C(=O)OC)OC1=C2C(=NC=N1)N(N=C2)C2=C(C=CC(=C2)F)C ((2S)-methyl 3-(2-(tert-butyldiphenylsilyloxy)ethoxy)-2-(1-(5-fluoro-2-methylphenyl)-1H-pyrazolo[3,4-d]pyrimidin-4-yloxy)propanoate). Isolated yield 53.3%. As a reaction SMILES: [H-].[Na+].[Si:3]([O:20][CH2:21][CH2:22][O:23][CH2:24][C@H:25]([OH:30])[C:26]([O:28][CH3:29])=[O:27])([C:16]([CH3:19])([CH3:18])[CH3:17])([C:10]1[CH:15]=[CH:14][CH:13]=[CH:12][CH:11]=1)[C:4]1[CH:9]=[CH:8][CH:7]=[CH:6][CH:5]=1.Cl[C:32]1[N:37]=[CH:36][N:35]=[C:34]2[N:38]([C:41]3[CH:46]=[C:45]([F:47])[CH:44]=[CH:43][C:42]=3[CH3:48])[N:39]=[CH:40][C:33]=12.C(O)(=O)CC(CC(O)=O)(C(O)=O)O>C1COCC1>[Si:3]([O:20][CH2:21][CH2:22][O:23][CH2:24][C@H:25]([O:30][C:32]1[N:37]=[CH:36][N:35]=[C:34]2[N:38]([C:41]3[CH:46]=[C:45]([F:47])[CH:44]=[CH:43][C:42]=3[CH3:48])[N:39]=[CH:40][C:33]=12)[C:26]([O:28][CH3:29])=[O:27])([C:16]([CH3:19])([CH3:18])[CH3:17])([C:10]1[CH:15]=[CH:14][CH:13]=[CH:12][CH:11]=1)[C:4]1[CH:5]=[CH:6][CH:7]=[CH:8][CH:9]=1 |f:0.1|. Procedure details: 60% Sodium hydride (156 mg, 3.89 mmol) was added to (S)-methyl 3-(2-(tert-butyldiphenylsilyloxy)ethoxy)-2-hydroxypropanoate (Intermediate AB3) (1119 mg, 2.78 mmol) in anhydrous THF (15 mL) at 0° C. under nitrogen. The resulting solution was stirred at 0° C. for 10 minutes and then 4-chloro-1-(5-fluoro-2-methylphenyl)-1H-pyrazolo[3,4-d]pyrimidine (Intermediate AK3) (730 mg, 2.78 mmol) was added. The reaction mixture was allowed to warm to room temperature and stirred for 1 hour. The reaction mixt...